From a dataset of the Open Reaction Database (ORD), a public repository of structured organic reaction records. describe an organic reaction: reactants, conditions, products, and yield Starting materials: CO, O=Cc1ccccc1, [Cl-], [NH4+], N#C[Na]. Yields the product N#CC(N)c1ccccc1. RXN SMILES: [CH3:14][OH:15].[CH:6](=[O:7])[c:8]1[cH:9][cH:10][cH:11][cH:12][cH:13]1.[Cl-:4].[NH4+:5].[Na:1][C:2]#[N:3]>>[C:2](#[N:3])[CH:6]([NH2:5])[c:8]1[cH:9][cH:10][cH:11][cH:12][cH:13]1. Reactants: c1ccc(Cc2cc[nH+]cc2)cc1, c1ccc(Cc2cc[nH+]cc2)cc1, CCOCC, CCCCCC, ClCCl, O=[Cr](=O)([O-])O[Cr](=O)(=O)[O-], OCc1ccc(-c2ccccc2)cc1. Yields the product O=Cc1ccc(-c2ccccc2)cc1. RXN SMILES: [CH2:10]([c:11]1[cH:12][cH:13][nH+:14][cH:15][cH:16]1)[c:17]1[cH:18][cH:19][cH:20][cH:21][cH:22]1.[CH2:23]([c:24]1[cH:25][cH:26][nH+:27][cH:28][cH:29]1)[c:30]1[cH:31][cH:32][cH:33][cH:34][cH:35]1.[CH2:50]([O:51][CH2:52][CH3:53])[CH3:54].[CH3:55][CH2:56][CH2:57][CH2:58][CH2:59][CH3:60].[Cl:61][CH2:62][Cl:63].[Cr:1]([O:2][Cr:3]([O-:4])(=[O:5])=[O:6])([O-:7])(=[O:8])=[O:9].[c:36]1(-[c:42]2[cH:43][cH:44][c:45]([CH2:46][OH:47])[cH:48][cH:49]2)[cH:37][cH:38][cH:39][cH:40][cH:41]1>>[c:36]1(-[c:42]2[cH:43][cH:44][c:45]([CH:46]=[O:47])[cH:48][cH:49]2)[cH:37][cH:38][cH:39][cH:40][cH:41]1.